This data is from the Open Reaction Database (ORD), a public repository of structured organic reaction records. The task is: describe an organic reaction: reactants, conditions, products, and yield Reactants: P(O)(O)(O)=O (orthophosphoric acid), C(CCC)[O-].[O-]CCCC.[O-]CCCC.[O-]CCCC.[O-]CCCC.[Zr+4] (zirconium tetrabutoxide butanolate). The solvent is C(C)(C)O (isopropanol), C(C)(C)O (isopropanol). Run at time 90 minute. The product is P(=O)([O-])([O-])[O-].[Zr+4].P(=O)([O-])([O-])[O-].P(=O)([O-])([O-])[O-].P(=O)([O-])([O-])[O-].[Zr+4].[Zr+4] (Zirconium Phosphate). As a reaction SMILES: [P:1](=[O:5])([OH:4])([OH:3])[OH:2].C([O-])CCC.[O-]CCCC.[O-]CCCC.[O-]CCCC.[O-]CCCC.[Zr+4:31]>C(O)(C)C>[P:1]([O-:5])([O-:4])([O-:3])=[O:2].[Zr+4:31].[P:1]([O-:5])([O-:4])([O-:3])=[O:2].[P:1]([O-:5])([O-:4])([O-:3])=[O:2].[P:1]([O-:5])([O-:4])([O-:3])=[O:2].[Zr+4:31].[Zr+4:31] |f:1.2.3.4.5.6,8.9.10.11.12.13.14|. Procedure: A solution consisting of 100 ml isopropanol and 13.0 ml orthophosphoric acid (commercially available concentrated reagent) was added to a second solution consisting of 300 ml isopropanol and 57.6 g zirconium tetrabutoxide butanolate. The product gel was filtered, dried, and screened to various sized fractions. The dried zirconium phosphate gel was activated by calcining at 300° C. in air for 90 minutes. Subsequent to being calcined the zirconium phosphate gel was flushed with nitrogen. Starting materials: CCn1ncc(Br)c1-c1csc(C(=O)O)c1, CCN(C(C)C)C(C)C, ClCCl, NC(Cc1ccccc1C(F)(F)F)CN1C(=O)c2ccccc2C1=O. Product: CCn1ncc(Br)c1-c1csc(C(=O)NC(Cc2ccccc2C(F)(F)F)CN2C(=O)c3ccccc3C2=O)c1. RXN SMILES: [Br:1][c:2]1[cH:3][n:4][n:5]([CH2:15][CH3:16])[c:6]1-[c:7]1[cH:8][c:9]([C:12](=[O:13])[OH:14])[s:10][cH:11]1.[CH:42]([N:43]([CH2:44][CH3:45])[CH:46]([CH3:47])[CH3:48])([CH3:49])[CH3:50].[Cl:51][CH2:52][Cl:53].[NH2:17][CH:18]([CH2:19][N:20]1[C:21](=[O:30])[c:22]2[cH:23][cH:24][cH:25][cH:26][c:27]2[C:28]1=[O:29])[CH2:31][c:32]1[c:33]([C:38]([F:39])([F:40])[F:41])[cH:34][cH:35][cH:36][cH:37]1>>[Br:1][c:2]1[cH:3][n:4][n:5]([CH2:15][CH3:16])[c:6]1-[c:7]1[cH:8][c:9]([C:12](=[O:14])[NH:17][CH:18]([CH2:19][N:20]2[C:21](=[O:30])[c:22]3[cH:23][cH:24][cH:25][cH:26][c:27]3[C:28]2=[O:29])[CH2:31][c:32]2[c:33]([C:38]([F:39])([F:40])[F:41])[cH:34][cH:35][cH:36][cH:37]2)[s:10][cH:11]1. Starting materials: COC(=O)c1ccc2c(c1)-n1nc(-c3ncnn3CC(F)(F)F)cc1CCO2, [Li+], C1COCCO1, [OH-], O. Product: O=C(O)c1ccc2c(c1)-n1nc(-c3ncnn3CC(F)(F)F)cc1CCO2. RXN SMILES: [CH3:1][O:2][C:3](=[O:4])[c:5]1[cH:6][cH:7][c:8]2[c:9]([cH:28]1)-[n:10]1[n:11][c:12](-[c:18]3[n:19]([CH2:23][C:24]([F:25])([F:26])[F:27])[n:20][cH:21][n:22]3)[cH:13][c:14]1[CH2:15][CH2:16][O:17]2.[Li+:29].[O:31]1[CH2:32][CH2:33][O:34][CH2:35][CH2:36]1.[OH-:30].[OH2:37]>>[O:2]=[C:3]([OH:4])[c:5]1[cH:6][cH:7][c:8]2[c:9]([cH:28]1)-[n:10]1[n:11][c:12](-[c:18]3[n:19]([CH2:23][C:24]([F:25])([F:26])[F:27])[n:20][cH:21][n:22]3)[cH:13][c:14]1[CH2:15][CH2:16][O:17]2. The reactants are C(CCC)[Li] (n-butyl lithium), C(=O)=O (CO2), CC=1C=NC=2CC(CCC2C1)(C)C (3,7,7-Trimethyl-5,6,7,8-tetrahydroquinoline), [Li]C1C(CCC=2C=C(C=NC12)C)(C)C (8-lithio-3,7,7-trimethyl-5,6,7,8-tetrahydroquinoline). The solvent is CCCCCC (hexane), CCOCC (ether). Conditions: time 30 minute. Yields the product COC(=O)C1C(CCC=2C=C(C=NC12)C)(C)C (methyl-3,7,7-trimethyl-5,6,7,8-tetrahydroquinoline-8-carboxylate). RXN SMILES: [CH3:1][C:2]1[CH:3]=[N:4][C:5]2[CH2:6][C:7]([CH3:13])([CH3:12])[CH2:8][CH2:9][C:10]=2[CH:11]=1.C([Li])CCC.[Li][CH:20]1C2N=CC(C)=CC=2CCC1(C)C.[C:33](=[O:35])=[O:34]>CCOCC.CCCCCC>[CH3:20][O:34][C:33]([CH:6]1[C:5]2[N:4]=[CH:3][C:2]([CH3:1])=[CH:11][C:10]=2[CH2:9][CH2:8][C:7]1([CH3:13])[CH3:12])=[O:35]. Procedure details: 3,7,7-Trimethyl-5,6,7,8-tetrahydroquinoline (17.5 g, 0.1 m) was dissolved in dry ether (200 ml.) and treated with a solution of n-butyl lithium in hexane (15% w/w solution, 56 ml.) under nitrogen. The reaction mixture containing 8-lithio-3,7,7-trimethyl-5,6,7,8-tetrahydroquinoline was allowed to stand at room temperature for 30 minutes and then treated with CO2 gas until the intense red colour was discharged. The reaction mixture was further treated as described in Example 36 of our copending U.... Reactants: BrC=1C(=C2C=NN(C2=CC1)C1OCCCC1)F (5-bromo-4-fluoro-1-(tetrahydro-2H-pyran-2-yl)-1H-indazole), BrC=1C(=C2C=NN(C2=CC1)C1OCCCC1)F (5-bromo-4-fluoro-1-(tetrahydro-2H-pyran-2-yl)-1H-indazole), C(=O)([O-])[O-].[Cs+].[Cs+] (Cs2CO3), C(#CCC)[Si](C)(C)C (but-1-yn-1-yltrimethylsilane), C(#CCC)[Si](C)(C)C (but-1-yn-1-yltrimethylsilane), N#N (N2). The reagents and catalysts are [Cu]I (CuI), CC(=O)[O-].CC(=O)[O-].[Pd+2] (Pd(OAc)2), C1=CC=C(C=C1)P([C-]2C=CC=C2)C3=CC=CC=C3.C1=CC=C(C=C1)P([C-]2C=CC=C2)C3=CC=CC=C3.[Fe+2] (dppf). Run in CCOC(=O)C (EtOAc), O (H2O), CC(=O)N(C)C (DMA). Reaction conditions: temperature 80 celsius, time 5 minute. The product is C(#CCC)C=1C(=C2C=NN(C2=CC1)C1OCCCC1)F (5-(But-1-yn-1-yl)-4-fluoro-1-(tetrahydro-2H-pyran-2-yl)-1H-indazole). Yield: 84.7%. Reaction SMILES: Br[C:2]1[C:3]([F:17])=[C:4]2[C:8](=[CH:9][CH:10]=1)[N:7]([CH:11]1[CH2:16][CH2:15][CH2:14][CH2:13][O:12]1)[N:6]=[CH:5]2.C([O-])([O-])=O.[Cs+].[Cs+].[C:24]([Si](C)(C)C)#[C:25][CH2:26][CH3:27].N#N>CCOC(C)=O.O.[Cu]I.CC([O-])=O.CC([O-])=O.[Pd+2].C1C=CC(P(C2C=CC=CC=2)[C-]2C=CC=C2)=CC=1.C1C=CC(P(C2C=CC=CC=2)[C-]2C=CC=C2)=CC=1.[Fe+2].CC(N(C)C)=O>[C:24]([C:2]1[C:3]([F:17])=[C:4]2[C:8](=[CH:9][CH:10]=1)[N:7]([CH:11]1[CH2:16][CH2:15][CH2:14][CH2:13][O:12]1)[N:6]=[CH:5]2)#[C:25][CH2:26][CH3:27] |f:1.2.3,9.10.11,12.13.14|. Procedure details: Nitrogen was bubbled into a solution of 5-bromo-4-fluoro-1-(tetrahydro-2H-pyran-2-yl)-1H-indazole (19.7 g, 65.9 mmol; Intermediate 21) and DMA (60 mL). After 5 min, CuI (1.25 g, 6.6 mmol), Pd(OAc)2 (1.48 g, 6.6 mmol), dppf (3.66 g, 6.6 mmol), Cs2CO3 (34.3 g, 105.4 mmol), and but-1-yn-1-yltrimethylsilane (11.6 g, 92.3 mmol; Intermediate 39) were added sequentially with continued N2 bubbling. The resulting mixture was heated at 80° C. for 18 h under N2. The reaction mixture was diluted with EtOAc ... Reactants: NOS(=O)(=O)O (hydroxylamine-O-sulfonic acid), C1=NC=CC2=CC=CC=C12 (isoquinoline), I (Hydroiodic acid), C([O-])([O-])=O.[K+].[K+] (Potassium carbonate). The solvent is O (water). Yields the product [I-].N[N+]1=CC2=CC=CC=C2C=C1 (2-Aminoisoquinolinium Iodide). RXN SMILES: [NH2:1]OS(O)(=O)=O.[CH:7]1[C:16]2[C:11](=[CH:12][CH:13]=[CH:14][CH:15]=2)[CH:10]=[CH:9][N:8]=1.C(=O)([O-])[O-].[K+].[K+].[IH:23]>O>[I-:23].[NH2:1][N+:8]1[CH:9]=[CH:10][C:11]2[C:16](=[CH:15][CH:14]=[CH:13][CH:12]=2)[CH:7]=1 |f:2.3.4,7.8|. Procedure: A solution of hydroxylamine-O-sulfonic acid (2) (2 g, 1 equiv.), water (10 mL) and isoquinoline (1) (6.3 mL, 3 equiv.) was heated at 90° C. for 2-3 h. Potassium carbonate (2.44 g, 1 equiv.) was added, and the water was evaporated. Ethanol (20-30 mL) was added to the solid residue, and insoluble potassium sulfate was filtered out. Hydroiodic acid (57%-67%, 1.34 mL, 1 equiv.) was added to the filtrate, and the resulting solution was placed in a freezer. The precipitate was filtered out, washed wit...